Dataset: the Open Reaction Database (ORD), a public repository of structured organic reaction records. Task: describe an organic reaction: reactants, conditions, products, and yield Reactants: COC(=O)C(Cc1ccc(O)cc1)NC(=O)CO, C(=NC1CCCCC1)=NC1CCCCC1, ClCCl, O=C(O)CCc1ccc(O)cc1. Product: COC(=O)C(Cc1ccc(O)cc1)NC(=O)COC(=O)CCc1ccc(O)cc1. RXN SMILES: [CH3:13][O:14][C:15]([CH:16]([CH2:17][c:18]1[cH:19][cH:20][c:21]([OH:24])[cH:22][cH:23]1)[NH:25][C:26]([CH2:27][OH:28])=[O:29])=[O:30].[CH:31]1([N:32]=[C:33]=[N:34][CH:35]2[CH2:36][CH2:37][CH2:38][CH2:39][CH2:40]2)[CH2:41][CH2:42][CH2:43][CH2:44][CH2:45]1.[Cl:46][CH2:47][Cl:48].[OH:1][c:2]1[cH:3][cH:4][c:5]([CH2:8][CH2:9][C:10](=[O:11])[OH:12])[cH:6][cH:7]1>>[OH:1][c:2]1[cH:3][cH:4][c:5]([CH2:8][CH2:9][C:10](=[O:11])[O:28][CH2:27][C:26]([NH:25][CH:16]([C:15]([O:14][CH3:13])=[O:30])[CH2:17][c:18]2[cH:19][cH:20][c:21]([OH:24])[cH:22][cH:23]2)=[O:29])[cH:6][cH:7]1.